From a dataset of the Open Reaction Database (ORD), a public repository of structured organic reaction records. describe an organic reaction: reactants, conditions, products, and yield Starting materials: Cc1ccccc1, CC(C)(CCl)C(=O)Cl, Cl, NCc1ccc(F)cc1F, c1ccncc1. Product: CC(C)(CCl)C(=O)NCc1ccc(F)cc1F. As a reaction SMILES: [CH3:26][c:27]1[cH:28][cH:29][cH:30][cH:31][cH:32]1.[Cl:17][CH2:18][C:19]([C:20](=[O:21])[Cl:22])([CH3:23])[CH3:24].[ClH:25].[F:1][c:2]1[c:3]([CH2:4][NH2:5])[cH:6][cH:7][c:8]([F:10])[cH:9]1.[cH:11]1[cH:12][cH:13][n:14][cH:15][cH:16]1>>[F:1][c:2]1[c:3]([CH2:4][NH:5][C:20]([C:19]([CH2:18][Cl:17])([CH3:23])[CH3:24])=[O:21])[cH:6][cH:7][c:8]([F:10])[cH:9]1. Starting materials: CC(=O)Oc1ccc(CCNC(=O)c2cccnc2)cc1OC(C)=O, CI, CO. Yields the product CC(=O)Oc1ccc(CCNC(=O)c2ccc[n+](C)c2)cc1OC(C)=O, [I-]. RXN SMILES: [C:1]([CH3:2])(=[O:3])[O:4][c:5]1[cH:6][c:7]([CH2:15][CH2:16][NH:17][C:18](=[O:19])[c:20]2[cH:21][n:22][cH:23][cH:24][cH:25]2)[cH:8][cH:9][c:10]1[O:11][C:12]([CH3:13])=[O:14].[CH3:26][I:27].[CH3:28][OH:29]>>[C:1]([CH3:2])(=[O:3])[O:4][c:5]1[cH:6][c:7]([CH2:15][CH2:16][NH:17][C:18](=[O:19])[c:20]2[cH:21][n+:22]([CH3:26])[cH:23][cH:24][cH:25]2)[cH:8][cH:9][c:10]1[O:11][C:12]([CH3:13])=[O:14].[I-:27]. Reagents/catalysts: C=1C=CC(=CC1)[P](C=2C=CC=CC2)(C=3C=CC=CC3)[Pd]([P](C=4C=CC=CC4)(C=5C=CC=CC5)C=6C=CC=CC6)([P](C=7C=CC=CC7)(C=8C=CC=CC8)C=9C=CC=CC9)[P](C=1C=CC=CC1)(C=1C=CC=CC1)C=1C=CC=CC1 ((PPh3)4Pd). Reaction conditions: temperature 90 celsius, time 12 hour. Yields the product COC(CC1=NC(=NC(=C1SC)N1CCOCC1)C1=CC=C(C=C1)N)=O ([2-(4-Amino-phenyl)-5-methylsulfanyl-6-morpholin-4-yl-pyrimidin-4-yl]-acetic acid methyl ester). The reactants are COC(CC1=NC(=NC(=C1SC)N1CCOCC1)Cl)=O ((2-chloro-5-methylsulfanyl-6-morpholin-4-yl-pyrimidin-4-yl)-acetic acid methyl ester), CC1(OB(OC1(C)C)C1=CC=C(N)C=C1)C (4-(4,4,5,5-tetramethyl-[1,3,2]dioxaborolan-2-yl)-aniline), C(=O)([O-])[O-].[Na+].[Na+] (Na2CO3). RXN SMILES: [CH3:1][O:2][C:3](=[O:20])[CH2:4][C:5]1[C:10]([S:11][CH3:12])=[C:9]([N:13]2[CH2:18][CH2:17][O:16][CH2:15][CH2:14]2)[N:8]=[C:7](Cl)[N:6]=1.CC1(C)C(C)(C)OB([C:29]2[CH:35]=[CH:34][C:32]([NH2:33])=[CH:31][CH:30]=2)O1.C([O-])([O-])=O.[Na+].[Na+]>C1C=CC([P]([Pd]([P](C2C=CC=CC=2)(C2C=CC=CC=2)C2C=CC=CC=2)([P](C2C=CC=CC=2)(C2C=CC=CC=2)C2C=CC=CC=2)[P](C2C=CC=CC=2)(C2C=CC=CC=2)C2C=CC=CC=2)(C2C=CC=CC=2)C2C=CC=CC=2)=CC=1.O1CCOCC1>[CH3:1][O:2][C:3](=[O:20])[CH2:4][C:5]1[C:10]([S:11][CH3:12])=[C:9]([N:13]2[CH2:18][CH2:17][O:16][CH2:15][CH2:14]2)[N:8]=[C:7]([C:29]2[CH:35]=[CH:34][C:32]([NH2:33])=[CH:31][CH:30]=2)[N:6]=1 |f:2.3.4,^1:46,48,67,86|. Reported procedure: A mixture of (2-chloro-5-methylsulfanyl-6-morpholin-4-yl-pyrimidin-4-yl)-acetic acid methyl ester (420 mg, 1.47 mmol.), 4-(4,4,5,5-tetramethyl-[1,3,2]dioxaborolan-2-yl)-aniline) (357 mg, 1.62 mmol.), (PPh3)4Pd (170 mg, 0.07 mmol.), 2M Na2CO3 (2.2 ml, 4.14 mmol, 3.0 eq.) and dioxane (10 ml) was added a reaction vessel which was flushed with argon. The reaction mixture was stirred at 90° C. for 12 hr then dried, and the solvent was evaporated. The reaction mixture was partitioned between EA and wa... Run in O1CCOCC1 (dioxane). Reactants: Cc1cccc(C)c1COc1cccc(C(=O)CCC(=O)O)c1, Cl, [K+], NN, [OH-], O, OCCO. Yields the product Cc1cccc(C)c1COc1cccc(CCCC(=O)O)c1. Reaction SMILES: [CH3:1][c:2]1[c:3]([CH2:4][O:5][c:6]2[cH:7][c:8]([C:12]([CH2:13][CH2:14][C:15](=[O:16])[OH:17])=[O:18])[cH:9][cH:10][cH:11]2)[c:19]([CH3:23])[cH:20][cH:21][cH:22]1.[ClH:28].[K+:27].[NH2:24][NH2:25].[OH-:26].[OH2:33].[OH:29][CH2:30][CH2:31][OH:32]>>[CH3:1][c:2]1[c:3]([CH2:4][O:5][c:6]2[cH:7][c:8]([CH2:12][CH2:13][CH2:14][C:15](=[O:16])[OH:17])[cH:9][cH:10][cH:11]2)[c:19]([CH3:23])[cH:20][cH:21][cH:22]1.